The task is: describe an organic reaction: reactants, conditions, products, and yield. This data is from the Open Reaction Database (ORD), a public repository of structured organic reaction records. The reactants are CI, CC(C)=O, [K+], [K+], O=C([O-])[O-], O=C(Cc1nc(O)cs1)c1ccccc1. Product: COc1csc(CC(=O)c2ccccc2)n1. RXN SMILES: [CH3:16][I:17].[CH3:24][C:25](=[O:26])[CH3:27].[K+:18].[K+:19].[O-:20][C:21]([O-:22])=[O:23].[OH:1][c:2]1[n:3][c:4]([CH2:7][C:8](=[O:9])[c:10]2[cH:11][cH:12][cH:13][cH:14][cH:15]2)[s:5][cH:6]1>>[O:1]([c:2]1[n:3][c:4]([CH2:7][C:8](=[O:9])[c:10]2[cH:11][cH:12][cH:13][cH:14][cH:15]2)[s:5][cH:6]1)[CH3:21]. Starting materials: COC(CCNC(C1=CC=C(C=C1)C(CCCC(F)(F)F)OC1=CC=C(C=C1)B1OC(C(O1)(C)C)(C)C)=O)=O (3-(4-{5,5,5-trifluoro-1-[4-(4,4,5,5-tetramethyl-[1,3,2]dioxaborolan-2-yl)-phenoxy]-pentyl}-benzoylamino)-propionic acid methyl ester), BrC1=C(C=C(C=C1C(C)(C)C)C(C)(C)C)C(C)(C)C (2-bromo-1,3,5-tri-tert-butyl-benzene). Product: C(C)(C)(C)C1=C(OC(CCCC(F)(F)F)C2=CC=C(C(=O)NCCC(=O)O)C=C2)C(=CC(=C1)C(C)(C)C)C(C)(C)C (Racemic 3-{4-[1-(2,4,6-tri-t-butyl-phenoxy)-5,5,5-trifluoro-pentyl]-benzoylamino}-propionic acid). Reaction SMILES: C[O:2][C:3](=[O:39])[CH2:4][CH2:5][NH:6][C:7](=[O:38])[C:8]1[CH:13]=[CH:12][C:11]([CH:14]([O:22]C2C=CC(B3OC(C)(C)C(C)(C)O3)=CC=2)[CH2:15][CH2:16][CH2:17][C:18]([F:21])([F:20])[F:19])=[CH:10][CH:9]=1.Br[C:41]1[C:46]([C:47]([CH3:50])([CH3:49])[CH3:48])=[CH:45][C:44]([C:51]([CH3:54])([CH3:53])[CH3:52])=[CH:43][C:42]=1[C:55]([CH3:58])([CH3:57])[CH3:56]>>[C:55]([C:42]1[CH:43]=[C:44]([C:51]([CH3:54])([CH3:53])[CH3:52])[CH:45]=[C:46]([C:47]([CH3:50])([CH3:49])[CH3:48])[C:41]=1[O:22][CH:14]([C:11]1[CH:12]=[CH:13][C:8]([C:7]([NH:6][CH2:5][CH2:4][C:3]([OH:39])=[O:2])=[O:38])=[CH:9][CH:10]=1)[CH2:15][CH2:16][CH2:17][C:18]([F:21])([F:20])[F:19])([CH3:58])([CH3:57])[CH3:56]. Procedure details: The title compound is prepared in a manner substantially similar to Example 359 starting from 3-(4-{5,5,5-trifluoro-1-[4-(4,4,5,5-tetramethyl-[1,3,2]dioxaborolan-2-yl)-phenoxy]-pentyl}-benzoylamino)-propionic acid methyl ester and 2-bromo-1,3,5-tri-tert-butyl-benzene. MS: 652.2 [M−H]−. The reactants are CS(=O)(=O)O, CO, COC1=C(OC)C(=O)C(Cc2ccc(OC(C)=O)c(C(=O)Nc3cccnc3)c2)=C(C)C1=O. The product is COC1=C(OC)C(=O)C(Cc2ccc(O)c(C(=O)Nc3cccnc3)c2)=C(C)C1=O. Reaction SMILES: [CH3:1][S:2](=[O:3])(=[O:4])[OH:5].[CH3:39][OH:40].[n:6]1[cH:7][c:8]([NH:12][C:13]([c:14]2[c:15]([O:34][C:35](=[O:36])[CH3:37])[cH:16][cH:17][c:18]([CH2:20][C:21]3=[C:26]([CH3:27])[C:25](=[O:28])[C:24]([O:29][CH3:30])=[C:23]([O:31][CH3:32])[C:22]3=[O:33])[cH:19]2)=[O:38])[cH:9][cH:10][cH:11]1>>[n:6]1[cH:7][c:8]([NH:12][C:13]([c:14]2[c:15]([OH:34])[cH:16][cH:17][c:18]([CH2:20][C:21]3=[C:26]([CH3:27])[C:25](=[O:28])[C:24]([O:29][CH3:30])=[C:23]([O:31][CH3:32])[C:22]3=[O:33])[cH:19]2)=[O:38])[cH:9][cH:10][cH:11]1. Starting materials: C(C1=CC=CC=C1)[C@H]1N(CC[C@@H](C1)N(C(C(F)(F)F)=O)CC1=CC=NC2=CC=CC=C12)C(C1=CC(=CC(=C1)C(F)(F)F)C(F)(F)F)=O ((2R*,4S*)-2-benzyl-1-(3,5-bis-(trifluoromethyl)-benzoyl)-N-(4-quinolylmethyl)-N-trifluoroacetyl-4-piperidinamine), [BH4-].[Na+] (sodium borohydride). The product is C(C1=CC=CC=C1)[C@H]1N(CC[C@@H](C1)NCC1=CC=NC2=CC=CC=C12)C(C1=CC(=CC(=C1)C(F)(F)F)C(F)(F)F)=O ((2R*,4S*)-2-benzyl-1-(3,5-bis-(trifluoromethyl)-benzoyl)-N-(4-quinolylmethyl)-4-piperidinamine). As a reaction SMILES: [CH2:1]([C@@H:8]1[CH2:13][C@@H:12]([N:14]([CH2:21][C:22]2[C:31]3[C:26](=[CH:27][CH:28]=[CH:29][CH:30]=3)[N:25]=[CH:24][CH:23]=2)C(=O)C(F)(F)F)[CH2:11][CH2:10][N:9]1[C:32](=[O:47])[C:33]1[CH:38]=[C:37]([C:39]([F:42])([F:41])[F:40])[CH:36]=[C:35]([C:43]([F:46])([F:45])[F:44])[CH:34]=1)[C:2]1[CH:7]=[CH:6][CH:5]=[CH:4][CH:3]=1.[BH4-].[Na+]>>[CH2:1]([C@@H:8]1[CH2:13][C@@H:12]([NH:14][CH2:21][C:22]2[C:31]3[C:26](=[CH:27][CH:28]=[CH:29][CH:30]=3)[N:25]=[CH:24][CH:23]=2)[CH2:11][CH2:10][N:9]1[C:32](=[O:47])[C:33]1[CH:34]=[C:35]([C:43]([F:44])([F:45])[F:46])[CH:36]=[C:37]([C:39]([F:42])([F:41])[F:40])[CH:38]=1)[C:2]1[CH:7]=[CH:6][CH:5]=[CH:4][CH:3]=1 |f:1.2|. Procedure: 0.271 g (0.406 mmol) of (2R*,4S*)-2-benzyl-1-(3,5-bis-(trifluoromethyl)-benzoyl)-N-(4-quinolylmethyl)-N-trifluoroacetyl-4-piperidinamine is reacted with 0.061 g (1.23 mmol) of sodium borohydride in analogy to Example 2. The title compound ##STR30## is obtained as white foam. TLC: methylene chloride/methanol/conc. ammonia (1000:50:1) Rf =0.21, FD-MS: M+ =571. Starting materials: CN1CCN(C)C1=O, O=C(O)c1cc(F)c(F)cc1F, [Na+], [OH-]. Product: O=C(O)c1cc(F)c(F)cc1O. Reaction SMILES: [CH3:15][N:16]1[CH2:17][CH2:18][N:19]([CH3:20])[C:21]1=[O:22].[F:1][c:2]1[c:3]([C:4](=[O:5])[OH:6])[cH:7][c:8]([F:12])[c:9]([F:11])[cH:10]1.[Na+:14].[OH-:13]>>[c:2]1([OH:13])[c:3]([C:4](=[O:5])[OH:6])[cH:7][c:8]([F:12])[c:9]([F:11])[cH:10]1. Reactants: Cc1cc(N=C(c2ccccc2)c2ccccc2)c2occc2c1, C1CCOC1, Cl, [Na+], [OH-]. The product is Cc1cc(N)c2occc2c1. As a reaction SMILES: [C:1]([c:2]1[cH:3][cH:4][cH:5][cH:6][cH:7]1)([c:8]1[cH:9][cH:10][cH:11][cH:12][cH:13]1)=[N:14][c:15]1[cH:16][c:17]([CH3:24])[cH:18][c:19]2[cH:20][cH:21][o:22][c:23]12.[CH2:28]1[O:29][CH2:30][CH2:31][CH2:32]1.[ClH:25].[Na+:27].[OH-:26]>>[NH2:14][c:15]1[cH:16][c:17]([CH3:24])[cH:18][c:19]2[cH:20][cH:21][o:22][c:23]12. Reactants: Brc1cccc(Br)n1, CC1(C)OB(c2ccc(F)cc2C#N)OC1(C)C. Product: N#Cc1cc(F)ccc1-c1cccc(Br)n1. Reaction SMILES: [Br:1][c:2]1[n:3][c:4]([Br:8])[cH:5][cH:6][cH:7]1.[F:9][c:10]1[cH:11][cH:12][c:13]([B:18]2[O:19][C:20]([CH3:21])([CH3:22])[C:23]([CH3:24])([CH3:25])[O:26]2)[c:14]([C:15]#[N:16])[cH:17]1>>[c:2]1(-[c:13]2[cH:12][cH:11][c:10]([F:9])[cH:17][c:14]2[C:15]#[N:16])[n:3][c:4]([Br:8])[cH:5][cH:6][cH:7]1. The reactants are CC(=O)O, O=Cc1ccc(-c2ccnc(Cl)n2)s1, Nc1ccccc1. Yields the product Clc1nccc(-c2ccc(CNc3ccccc3)s2)n1. Reaction SMILES: [C:22]([OH:23])(=[O:24])[CH3:25].[Cl:1][c:2]1[n:3][cH:4][cH:5][c:6](-[c:8]2[cH:9][cH:10][c:11]([CH:13]=[O:14])[s:12]2)[n:7]1.[NH2:15][c:16]1[cH:17][cH:18][cH:19][cH:20][cH:21]1>>[Cl:1][c:2]1[n:3][cH:4][cH:5][c:6](-[c:8]2[cH:9][cH:10][c:11]([CH2:13][NH:15][c:16]3[cH:17][cH:18][cH:19][cH:20][cH:21]3)[s:12]2)[n:7]1. Reactants: COC(=O)CBr, CN(C)C=O, [Na+], [Na+], O=C([O-])[O-], O, N#Cc1cccc(-c2nnn[nH]2)c1. Product: COC(=O)Cn1nnnc1-c1cccc(C#N)c1. RXN SMILES: [Br:20][CH2:21][C:22](=[O:23])[O:24][CH3:25].[CH3:27][N:28]([CH3:29])[CH:30]=[O:31].[Na+:14].[Na+:15].[O-:16][C:17](=[O:18])[O-:19].[OH2:26].[nH:1]1[n:2][n:3][n:4][c:5]1-[c:6]1[cH:7][c:8]([C:9]#[N:10])[cH:11][cH:12][cH:13]1>>[n:1]1[n:2][n:3][n:4]([CH2:21][C:22](=[O:23])[O:24][CH3:25])[c:5]1-[c:6]1[cH:7][c:8]([C:9]#[N:10])[cH:11][cH:12][cH:13]1.